From a dataset of the Open Reaction Database (ORD), a public repository of structured organic reaction records. describe an organic reaction: reactants, conditions, products, and yield Starting materials: OC1=CC=C2C=CN=CC2=C1 (7-hydroxyisoquinoline), BrC(C(=O)NC(C#CC)(C)C)COC (2-bromo-N-(4-methylpent-2-yn-4-yl) 3-methoxypropionamide). Yields the product C1=NC=CC2=CC=C(C=C12)OC(C(=O)NC(C)(C#CC)C)COC (2-(7-isoquinolinyloxy)-N-(2-methylpent-3-yn-2-yl)-3-methoxypropionamide). Reaction SMILES: [OH:1][C:2]1[CH:11]=[C:10]2[C:5]([CH:6]=[CH:7][N:8]=[CH:9]2)=[CH:4][CH:3]=1.Br[CH:13]([CH2:23][O:24][CH3:25])[C:14]([NH:16][C:17]([CH3:22])([CH3:21])[C:18]#[C:19][CH3:20])=[O:15]>>[CH:9]1[C:10]2[C:5](=[CH:4][CH:3]=[C:2]([O:1][CH:13]([CH2:23][O:24][CH3:25])[C:14]([NH:16][C:17]([CH3:22])([C:18]#[C:19][CH3:20])[CH3:21])=[O:15])[CH:11]=2)[CH:6]=[CH:7][N:8]=1. Reported procedure: In a similar procedure to Example 6, 7-hydroxyisoquinoline (commercially available) and 2-bromo-N-(4-methylpent-2-yn-4-yl) 3-methoxypropionamide were reacted to give 2-(7-isoquinolinyloxy)-N-(2-methylpent-3-yn-2-yl)-3-methoxypropionamide (Compound No. 2 of Table 49) as a colourless solid, m.p. 155-156° C. Reactants: ClC1=NC(=C(C(=N1)NNC([C@@H](CN(C=O)OCC1=CC=CC=C1)CC1CCCC1)=O)F)N1C(C(CC1)N(C)C)(C)C ([(2R)-3-(2-{2-chloro-6-[3-(dimethylamino)-2,2-dimethyl-1-pyrrolidinyl]-5-fluoro-4-pyrimidinyl}hydrazino)-2-(cyclopentylmethyl)-3-oxopropyl][(phenylmethyl)oxy]formamide). Reagents/catalysts: [Rh] (Rh/C). Solvent: CO (MeOH). Conditions: time 50 minute. Product: ClC1=NC(=C(C(=N1)NNC([C@@H](CN(C=O)O)CC1CCCC1)=O)F)N1C(C(CC1)N(C)C)(C)C ([(2R)-3-(2-{2-chloro-6-[3-(dimethylamino)-2,2-dimethyl-1-pyrrolidinyl]-5-fluoro-4-pyrimidinyl}hydrazino)-2-(cyclopentylmethyl)-3-oxopropyl]hydroxyformamide). Yield: 45.6%. As a reaction SMILES: [Cl:1][C:2]1[N:7]=[C:6]([NH:8][NH:9][C:10](=[O:30])[C@H:11]([CH2:24][CH:25]2[CH2:29][CH2:28][CH2:27][CH2:26]2)[CH2:12][N:13]([O:16]CC2C=CC=CC=2)[CH:14]=[O:15])[C:5]([F:31])=[C:4]([N:32]2[CH2:36][CH2:35][CH:34]([N:37]([CH3:39])[CH3:38])[C:33]2([CH3:41])[CH3:40])[N:3]=1>CO.[Rh]>[Cl:1][C:2]1[N:7]=[C:6]([NH:8][NH:9][C:10](=[O:30])[C@H:11]([CH2:24][CH:25]2[CH2:29][CH2:28][CH2:27][CH2:26]2)[CH2:12][N:13]([OH:16])[CH:14]=[O:15])[C:5]([F:31])=[C:4]([N:32]2[CH2:36][CH2:35][CH:34]([N:37]([CH3:39])[CH3:38])[C:33]2([CH3:41])[CH3:40])[N:3]=1. Procedure: To a solution of [(2R)-3-(2-{2-chloro-6-[3-(dimethylamino)-2,2-dimethyl-1-pyrrolidinyl]-5-fluoro-4-pyrimidinyl}hydrazino)-2-(cyclopentylmethyl)-3-oxopropyl][(phenylmethyl)oxy]formamide (0.1737 g, 0.294 mmol) in MeOH (10 mL) was added 5% Rh/C (175 mg). The mixture was hydrogenated at 50 psi overnight, and was then filtered through a 0.2 μM membrane and concentrated in vacuo. To a solution of the residue in MeOH (4 mL) was added 20% Pd(OH)2/C (50% water, 5 mg). The mixture was hydrogenated under b... Starting materials: C1(=CC=CC=C1)P(Cl)Cl (phenyldichlorophosphine), C(C)(C)(C)[Mg]Cl (t-butylmagnesium chloride), O (water), C1(=CC=CC=C1)[Mg]Br (phenylmagnesium bromide). The solvent is CCOCC (ether), CCOCC (ether). Run at time 15 minute. The product is C(C)(C)(C)P(C1=CC=CC=C1)C1=CC=CC=C1 (t-butyldiphenylphosphine). The yield is 46.0%. As a reaction SMILES: [C:1]([Mg]Cl)([CH3:4])([CH3:3])[CH3:2].[C:7]1([P:13](Cl)Cl)[CH:12]=[CH:11][CH:10]=[CH:9][CH:8]=1.[C:16]1([Mg]Br)[CH:21]=[CH:20][CH:19]=[CH:18][CH:17]=1.O>CCOCC>[C:1]([P:13]([C:16]1[CH:21]=[CH:20][CH:19]=[CH:18][CH:17]=1)[C:7]1[CH:12]=[CH:11][CH:10]=[CH:9][CH:8]=1)([CH3:4])([CH3:3])[CH3:2]. Procedure details: 466 ml of a 1.06 Molar titrated solution of 494 mmoles of t-butylmagnesium chloride in 466 ml of ether was added dropwise to a stirred solution of 88.4 g (494 mmoles) of phenyldichlorophosphine in 750 ml of anhydrous ether, maintained at +10° C. under an inert atmosphere. After the addition was complete the mixture was stirred for 15 minutes at +10° C., then the reaction mixture was allowed to gradually warm to ambient temperature. A Grignard mixture of 741 mmoles of phenylmagnesium bromide (pre...